This data is from the Open Reaction Database (ORD), a public repository of structured organic reaction records. The task is: describe an organic reaction: reactants, conditions, products, and yield The reactants are [Si](C)(C)(C(C)(C)C)OCCC1=CC=C(C=C1)N1C(=NC(=C1)C1=CC=CC=C1)CC (1-[4-(2-{[tert-butyl(dimethyl)silyl]oxy}ethyl)phenyl]-2-ethyl-4-phenyl-1H-imidazole), C(CCC)I (butyl iodide). The product is C(CCC)C=1N(C=C(N1)C1=CC=CC=C1)C1=CC=C(C=C1)CCO[Si](C)(C)C(C)(C)C (2-butyl-1-[4-(2-{[tert-butyl(dimethyl)silyl]oxy}ethyl)phenyl]-4-phenyl-1H-imidazole). RXN SMILES: [Si:1]([O:8][CH2:9][CH2:10][C:11]1[CH:16]=[CH:15][C:14]([N:17]2[CH:21]=[C:20]([C:22]3[CH:27]=[CH:26][CH:25]=[CH:24][CH:23]=3)[N:19]=[C:18]2[CH2:28][CH3:29])=[CH:13][CH:12]=1)([C:4]([CH3:7])([CH3:6])[CH3:5])([CH3:3])[CH3:2].[CH2:30](I)[CH2:31]CC>>[CH2:28]([C:18]1[N:17]([C:14]2[CH:15]=[CH:16][C:11]([CH2:10][CH2:9][O:8][Si:1]([C:4]([CH3:7])([CH3:6])[CH3:5])([CH3:3])[CH3:2])=[CH:12][CH:13]=2)[CH:21]=[C:20]([C:22]2[CH:27]=[CH:26][CH:25]=[CH:24][CH:23]=2)[N:19]=1)[CH2:29][CH2:30][CH3:31]. Procedure: The title compound was prepared according to the procedure described in step 3 of Example 5 from 1-[4-(2-{[tert-butyl(dimethyl)silyl]oxy}ethyl)phenyl]-2-ethyl-4-phenyl-1H-imidazole and butyl iodide. MS (ESI) m/z 435 [M+H]+. The reactants are COc1ccc(C(=O)N(C)C2CNCC2c2ccc(Cl)cc2)cc1C(F)(F)F, Cc1cc(F)ccc1C(=O)O. Yields the product COc1ccc(C(=O)N(C)C2CN(C(=O)c3ccc(F)cc3C)CC2c2ccc(Cl)cc2)cc1C(F)(F)F. As a reaction SMILES: [Cl:1][c:2]1[cH:3][cH:4][c:5]([CH:8]2[CH:9]([N:13]([C:14]([c:15]3[cH:16][c:17]([C:23]([F:24])([F:25])[F:26])[c:18]([O:21][CH3:22])[cH:19][cH:20]3)=[O:27])[CH3:28])[CH2:10][NH:11][CH2:12]2)[cH:6][cH:7]1.[F:29][c:30]1[cH:31][c:32]([CH3:39])[c:33]([C:34](=[O:35])[OH:36])[cH:37][cH:38]1>>[Cl:1][c:2]1[cH:3][cH:4][c:5]([CH:8]2[CH:9]([N:13]([C:14]([c:15]3[cH:16][c:17]([C:23]([F:24])([F:25])[F:26])[c:18]([O:21][CH3:22])[cH:19][cH:20]3)=[O:27])[CH3:28])[CH2:10][N:11]([C:34]([c:33]3[c:32]([CH3:39])[cH:31][c:30]([F:29])[cH:38][cH:37]3)=[O:35])[CH2:12]2)[cH:6][cH:7]1.